Dataset: the Open Reaction Database (ORD), a public repository of structured organic reaction records. Task: describe an organic reaction: reactants, conditions, products, and yield The reactants are [OH-].[Na+] (sodium hydroxide), 1-[4-(4-chlorobenzoyl)benzyl]-4-chloropyrrolo [2,3-d]pyridazin-7(6H)-one(A), 1-[4-(4-chlorobenzoyl)benzyl]-7-chloropyrrolo [2,3-d]pyridazin-4(5H)-one(B), ClC1=CC=C(C(=O)C2=CC=C(CN3C=CC=4C3=C(N=NC4Cl)Cl)C=C2)C=C1 (1-[4-(4-chlorobenzoyl)benzyl]-4,7-dichloropyrrolo [2,3-d]pyridazine). Solvent: O (water), O1CCOCC1 (dioxane), O (water). Product: ClC1=CC=C(C(=O)C2=CC=C(CN3C=CC4=C3C(=NNC4=O)Cl)C=C2)C=C1 (1-[4-(4-Chlorobenzoyl)benzyl]-7-chloropyrrolo[2,3-d]pyridazin-4(5H)-one). Isolated yield 19.0%. RXN SMILES: [Cl:1][C:2]1[CH:27]=[CH:26][C:5]([C:6]([C:8]2[CH:25]=[CH:24][C:11]([CH2:12][N:13]3[C:17]4=[C:18]([Cl:23])[N:19]=[N:20][C:21](Cl)=[C:16]4[CH:15]=[CH:14]3)=[CH:10][CH:9]=2)=[O:7])=[CH:4][CH:3]=1.[OH-:28].[Na+]>O1CCOCC1.O>[Cl:1][C:2]1[CH:27]=[CH:26][C:5]([C:6]([C:8]2[CH:25]=[CH:24][C:11]([CH2:12][N:13]3[C:17]4[C:18]([Cl:23])=[N:19][NH:20][C:21](=[O:28])[C:16]=4[CH:15]=[CH:14]3)=[CH:10][CH:9]=2)=[O:7])=[CH:4][CH:3]=1 |f:1.2|. Reported procedure: In dioxane (15 ml) was dissolved 1-[4-(4-chlorobenzoyl)benzyl]-4,7-dichloropyrrolo [2,3-d]pyridazine (1.08 g). Then, sodium hydroxide (4.42 g) and water (5 ml) were added and the mixture was refluxed for 69 hours. This reaction mixture was diluted with water (120 ml) and the resulting crystals were collected by filtration. The crystals were purified by silica gel column chromatography (stationary phase 50 g; dichloromethane: ether=1:0-9:1; ethyl acetate: methanol=1:9) to provide 416 mg (yield 40... Reactants: ClCCl, CN1Cc2cc(-c3ccc(CC(NC(=O)C4(NC(=O)OC(C)(C)C)CCCCC4)C(N)=O)cc3)cnc2C1=O. The product is CN1Cc2cc(-c3ccc(CC(C#N)NC(=O)C4(NC(=O)OC(C)(C)C)CCCCC4)cc3)cnc2C1=O. As a reaction SMILES: [Cl:40][CH2:41][Cl:42].[NH2:1][C:2]([CH:3]([CH2:4][c:5]1[cH:6][cH:7][c:8](-[c:11]2[cH:12][c:13]3[c:14]([n:15][cH:16]2)[C:17](=[O:21])[N:18]([CH3:20])[CH2:19]3)[cH:9][cH:10]1)[NH:22][C:23](=[O:24])[C:25]1([NH:31][C:32]([O:33][C:34]([CH3:35])([CH3:36])[CH3:37])=[O:38])[CH2:26][CH2:27][CH2:28][CH2:29][CH2:30]1)=[O:39]>>[N:1]#[C:2][CH:3]([CH2:4][c:5]1[cH:6][cH:7][c:8](-[c:11]2[cH:12][c:13]3[c:14]([n:15][cH:16]2)[C:17](=[O:21])[N:18]([CH3:20])[CH2:19]3)[cH:9][cH:10]1)[NH:22][C:23](=[O:24])[C:25]1([NH:31][C:32]([O:33][C:34]([CH3:35])([CH3:36])[CH3:37])=[O:38])[CH2:26][CH2:27][CH2:28][CH2:29][CH2:30]1. Starting materials: C(C)(C)(C)OC(NC1=CC(=CC=C1)CN1N=C(C=C1)NC([C@H](CC1CCCC1)C1=CC(=C(C=C1)S(=O)(=O)C)Cl)=O)=O ((3-{3-[2-(R)-(3-chloro-4-methanesulfonyl-phenyl)-3-cyclopentyl-propionylamino]-pyrazol-1-ylmethyl}-phenyl)-carbamic acid tert-butyl ester), FC(C(=O)O)(F)F (trifluoroacetic acid). The solvent is C(Cl)Cl (methylene chloride). Run at temperature 25 celsius, time 3 hour. The product is NC=1C=C(CN2N=C(C=C2)NC([C@H](CC2CCCC2)C2=CC(=C(C=C2)S(=O)(=O)C)Cl)=O)C=CC1 (N-[1-(3-amino-benzyl)-1H-pyrazol-3-yl]-2-(R)-(3-chloro-4-methanesulfonyl-phenyl)-3-cyclopentyl-propionamide). The yield is 83.7%. As a reaction SMILES: C(OC(=O)[NH:7][C:8]1[CH:13]=[CH:12][CH:11]=[C:10]([CH2:14][N:15]2[CH:19]=[CH:18][C:17]([NH:20][C:21](=[O:40])[C@@H:22]([C:29]3[CH:34]=[CH:33][C:32]([S:35]([CH3:38])(=[O:37])=[O:36])=[C:31]([Cl:39])[CH:30]=3)[CH2:23][CH:24]3[CH2:28][CH2:27][CH2:26][CH2:25]3)=[N:16]2)[CH:9]=1)(C)(C)C.FC(F)(F)C(O)=O>C(Cl)Cl>[NH2:7][C:8]1[CH:9]=[C:10]([CH:11]=[CH:12][CH:13]=1)[CH2:14][N:15]1[CH:19]=[CH:18][C:17]([NH:20][C:21](=[O:40])[C@@H:22]([C:29]2[CH:34]=[CH:33][C:32]([S:35]([CH3:38])(=[O:37])=[O:36])=[C:31]([Cl:39])[CH:30]=2)[CH2:23][CH:24]2[CH2:28][CH2:27][CH2:26][CH2:25]2)=[N:16]1. Procedure: (3-{3-[2-(R)-(3-Chloro-4-methanesulfonyl-phenyl)-3-cyclopentyl-propionylamino]-pyrazol-1-ylmethyl}-phenyl)-carbamic acid tert-butyl ester (prepared in Example 57, 501 mg, 0.83 mmol) was dissolved in methylene chloride (5 mL) and trifluoroacetic acid (500 μL) was added. The reaction stirred at 25° C. for 3 h. The reaction was concentrated in vacuo to half the reaction volume, diluted with toluene and concentrated in vacuo to dryness. The reaction was dissolved in ethyl acetate (25 mL), washed wit... Reactants: [H-].[Al+3].[Li+].[H-].[H-].[H-] (lithium aluminium hydride), C(C1=CC=CC=C1)OC1=C(C(=O)N)C=CC=C1 (2-benzyloxybenzamide), O (water), [OH-].[Na+] (sodium hydroxide), O (water). Solvent: CCOCC (ether). Reaction conditions: time 21 hour. The product is C(C1=CC=CC=C1)OC1=C(CN)C=CC=C1 (2-benzyloxybenzylamine). Reaction SMILES: [H-].[Al+3].[Li+].[H-].[H-].[H-].[CH2:7]([O:14][C:15]1[CH:23]=[CH:22][CH:21]=[CH:20][C:16]=1[C:17]([NH2:19])=O)[C:8]1[CH:13]=[CH:12][CH:11]=[CH:10][CH:9]=1.O.[OH-].[Na+]>CCOCC>[CH2:7]([O:14][C:15]1[CH:23]=[CH:22][CH:21]=[CH:20][C:16]=1[CH2:17][NH2:19])[C:8]1[CH:9]=[CH:10][CH:11]=[CH:12][CH:13]=1 |f:0.1.2.3.4.5,8.9|. Procedure details: In a Soxhlet apparatus 18.4 g of lithium aluminium hydride in 1800 ml of dry ether are boiled under a nitrogen atmosphere at a bath temperature of 70°, 5.3 g of 2-benzyloxybenzamide being introduced into the Soxhlet thimble. After 21 hours the reaction mixture is immersed in an ice bath, and 18.4 ml of water, 18.4 ml of 15% sodium hydroxide solution and 55 ml of water are added dropwise in succession, whilst stirring. The temperature may be allowed to rise to a maximum of +10°. Stirring of the m... Reactants: CCOc1cc(C(CCNO)N2Cc3cccc(NC(=O)C(C)C)c3C2=O)ccc1OC, N#CO[K], O. Product: CCOc1cc(C(CCN(O)C(N)=O)N2Cc3cccc(NC(=O)C(C)C)c3C2=O)ccc1OC. Reaction SMILES: [CH2:1]([CH3:2])[O:3][c:4]1[cH:5][c:6]([CH:12]([CH2:13][CH2:14][NH:15][OH:16])[N:17]2[CH2:18][c:19]3[cH:20][cH:21][cH:22][c:23]([NH:27][C:28]([CH:29]([CH3:30])[CH3:31])=[O:32])[c:24]3[C:25]2=[O:26])[cH:7][cH:8][c:9]1[O:10][CH3:11].[K:33][O:34][C:35]#[N:36].[OH2:37]>>[CH2:1]([CH3:2])[O:3][c:4]1[cH:5][c:6]([CH:12]([CH2:13][CH2:14][N:15]([OH:16])[C:35](=[O:34])[NH2:36])[N:17]2[CH2:18][c:19]3[cH:20][cH:21][cH:22][c:23]([NH:27][C:28]([CH:29]([CH3:30])[CH3:31])=[O:32])[c:24]3[C:25]2=[O:26])[cH:7][cH:8][c:9]1[O:10][CH3:11]. The reactants are N1[C@@H](CC1)C(=O)O (azetidine-2(S)-carboxylic acid), CO (methanol), S(=O)(Cl)Cl (thionyl chloride). Reaction conditions: time 20 hour. The product is Cl.N1[C@@H](CC1)C(=O)OC (azetidine-2(S)-carboxylic acid, methyl ester hydrochloride salt). Isolated yield 96.0%. Reaction SMILES: [NH:1]1[CH2:4][CH2:3][C@H:2]1[C:5]([OH:7])=[O:6].S(Cl)([Cl:10])=O.[CH3:12]O>>[ClH:10].[NH:1]1[CH2:4][CH2:3][C@H:2]1[C:5]([O:7][CH3:12])=[O:6] |f:3.4|. Reported procedure: To a suspension of azetidine-2(S)-carboxylic acid (19.8 mmol, 2.0 g) in methanol (120 mL) at 0° C. was added thionyl chloride (4.0 equiv; 79.2 mmol, 9.43 g, 5.8 mL) dropwise. Dissolution was observed during the addition and the reaction mixture was stirred at ambient temperature overnight (20 h). After this time, solvent was evaporated and the oily residue was azeotroped with toluene and placed under high vacuum to give rise to azetidine-2(S)-carboxylic acid, methyl ester hydrochloride salt as a... Starting materials: C(C1=CC=CC=C1)OC1=C(C(=CC=C1)[N+](=O)[O-])N (2-Benzyloxy-6-nitro-phenylamine), C(C)(=O)OC(C)=O (acetic anhydride). The reagents and catalysts are OS(=O)(=O)O (H2SO4). The solvent is O (water). Reaction conditions: temperature 90 celsius, time 1 minute. The product is C(C1=CC=CC=C1)OC1=C(C(=CC=C1)[N+](=O)[O-])NC(C)=O (N-(2-benzyloxy-6-nitro-phenyl)acetamide). Reaction SMILES: [CH2:1]([O:8][C:9]1[CH:14]=[CH:13][CH:12]=[C:11]([N+:15]([O-:17])=[O:16])[C:10]=1[NH2:18])[C:2]1[CH:7]=[CH:6][CH:5]=[CH:4][CH:3]=1.[C:19](OC(=O)C)(=[O:21])[CH3:20]>OS(O)(=O)=O.O>[CH2:1]([O:8][C:9]1[CH:14]=[CH:13][CH:12]=[C:11]([N+:15]([O-:17])=[O:16])[C:10]=1[NH:18][C:19](=[O:21])[CH3:20])[C:2]1[CH:3]=[CH:4][CH:5]=[CH:6][CH:7]=1. Reported procedure: To a solution of 2-Benzyloxy-6-nitro-phenylamine (I-107, 1.52 g, 0.0062 mol) in acetic anhydride (1.27 g, 0.0125 mol), 4 drops of conc. H2SO4 was added at room temperature and stirred for one minute and then the reaction flak was immersed in an oil bath maintained at 90° C. After 2 minutes, the solidified reaction mixture was taken in water (20 mL) and filtered the solid. Solid was further washed with water (20 mL×2) and dried under high vacuum to afford N-(2-benzyloxy-6-nitro-phenyl)acetamide, ...